This data is from the Open Reaction Database (ORD), a public repository of structured organic reaction records. The task is: describe an organic reaction: reactants, conditions, products, and yield Starting materials: ClC=1C=CC=C2C=C(NC12)B1OC(C(O1)(C)C)(C)C (7-chloro-2-(4,4,5,5-tetramethyl-[1,3,2]dioxaborolan-2-yl)-1H-indole), CC1=CC=CC=2C=COC21 (7-methyl-benzofuran). Product: CC1=CC=CC=2C=C(OC21)B2OC(C(O2)(C)C)(C)C (7-Methyl-2-(4,4,5,5-tetramethyl-[1,3,2]dioxaborolan-2-yl)-benzofuran). As a reaction SMILES: ClC1C=CC=C2C=1NC([B:11]1[O:15][C:14]([CH3:17])([CH3:16])[C:13]([CH3:19])([CH3:18])[O:12]1)=C2.[CH3:20][C:21]1[C:29]2[O:28][CH:27]=[CH:26][C:25]=2[CH:24]=[CH:23][CH:22]=1>>[CH3:20][C:21]1[C:29]2[O:28][C:27]([B:11]3[O:15][C:14]([CH3:17])([CH3:16])[C:13]([CH3:19])([CH3:18])[O:12]3)=[CH:26][C:25]=2[CH:24]=[CH:23][CH:22]=1. Procedure details: Prepared according to a procedure analogous to that described for 7-chloro-2-(4,4,5,5-tetramethyl-[1,3,2]dioxaborolan-2-yl)-1H-indole using 7-methyl-benzofuran.